This data is from the Open Reaction Database (ORD), a public repository of structured organic reaction records. The task is: describe an organic reaction: reactants, conditions, products, and yield Yield: 90.9%. Conditions: temperature -70 celsius, time 15 minute. Run in C(Cl)Cl (methylene chloride), C(Cl)Cl (methylene chloride), C(Cl)Cl (methylene chloride), C(Cl)Cl (methylene chloride). Yields the product O=C1C[C@H]([C@@H](C1)C=O)C1=CC=CC=C1 ((+−)-trans-4-Oxo-2-phenylcyclopentanecarboxaldehyde). RXN SMILES: C(Cl)(=O)C(Cl)=O.CS(C)=O.[OH:11][CH2:12][C@@H:13]1[CH2:17][C:16](=[O:18])[CH2:15][C@H:14]1[C:19]1[CH:24]=[CH:23][CH:22]=[CH:21][CH:20]=1.CCN(C(C)C)C(C)C.Cl>C(Cl)Cl>[O:18]=[C:16]1[CH2:17][C@@H:13]([CH:12]=[O:11])[C@H:14]([C:19]2[CH:24]=[CH:23][CH:22]=[CH:21][CH:20]=2)[CH2:15]1. The reactants are OC[C@H]1[C@@H](CC(C1)=O)C1=CC=CC=C1 ((+−)-trans-1-Hydroxymethyl-4-oxo-2-phenylcyclopentane), CCN(C(C)C)C(C)C (DIPEA), Cl (HCl), C(C(=O)Cl)(=O)Cl (oxalyl chloride), CS(=O)C (DMSO). Reported procedure: To a solution of oxalyl chloride (1.15 mL, 13.1 mmol) in methylene chloride (30 mL) at −70° C. was added dropwise DMSO (1.87 mL, 26.3 mmol). After 15 min, a solution of (+−)-trans-1-hydroxymethyl-4oxo-2-phenylcyclopentane from Step C (1.0 g, 5.26 mmol) in methylene chloride (10 mL) was added. The reaction was stirred at −70° C. for 1.5 h and then DIPEA (9.25 mL, 53 mmol) in methylene chloride (10 mL) was added dropwise over 5 min. After a further 10 min, the mixture was allowed to warm to rt for...